Dataset: the Open Reaction Database (ORD), a public repository of structured organic reaction records. Task: describe an organic reaction: reactants, conditions, products, and yield Starting materials: O=C([O-])[O-], COc1ccc(OB(O)O)cc1, CCOC(C)=O, Cc1ccccc1, N#Cc1cccc(Cl)n1, [K+], [K+], O, c1ccc(P(c2ccccc2)(c2ccccc2)[Pd](P(c2ccccc2)(c2ccccc2)c2ccccc2)(P(c2ccccc2)(c2ccccc2)c2ccccc2)P(c2ccccc2)(c2ccccc2)c2ccccc2)cc1. Yields the product COc1ccc(-c2cccc(C#N)n2)cc1. Reaction SMILES: [C:22](=[O:23])([O-:24])[O-:25].[CH3:10][O:11][c:12]1[cH:13][cH:14][c:15]([O:18][B:19]([OH:20])[OH:21])[cH:16][cH:17]1.[CH3:113][CH2:114][O:115][C:116](=[O:117])[CH3:118].[CH3:28][c:29]1[cH:30][cH:31][cH:32][cH:33][cH:34]1.[Cl:1][c:2]1[cH:3][cH:4][cH:5][c:6]([C:8]#[N:9])[n:7]1.[K+:26].[K+:27].[OH2:112].[cH:35]1[cH:36][cH:37][c:38]([P:39]([Pd:40]([P:41]([c:42]2[cH:43][cH:44][cH:45][cH:46][cH:47]2)([c:48]2[cH:49][cH:50][cH:51][cH:52][cH:53]2)[c:54]2[cH:55][cH:56][cH:57][cH:58][cH:59]2)([P:60]([c:61]2[cH:62][cH:63][cH:64][cH:65][cH:66]2)([c:67]2[cH:68][cH:69][cH:70][cH:71][cH:72]2)[c:73]2[cH:74][cH:75][cH:76][cH:77][cH:78]2)[P:79]([c:80]2[cH:81][cH:82][cH:83][cH:84][cH:85]2)([c:86]2[cH:87][cH:88][cH:89][cH:90][cH:91]2)[c:92]2[cH:93][cH:94][cH:95][cH:96][cH:97]2)([c:98]2[cH:99][cH:100][cH:101][cH:102][cH:103]2)[c:104]2[cH:105][cH:106][cH:107][cH:108][cH:109]2)[cH:110][cH:111]1>>[c:2]1(-[c:15]2[cH:14][cH:13][c:12]([O:11][CH3:10])[cH:17][cH:16]2)[cH:3][cH:4][cH:5][c:6]([C:8]#[N:9])[n:7]1. Starting materials: CN(C(C(N1N=C(C=C1C)C1=CC=CC=C1)C)=O)C (N,N,α,5-tetramethyl-3-phenylpyrazole-1-acetamide), C(Cl)(Cl)(Cl)Cl (carbon tetrachloride), ClOC(C)(C)C (tert-butyl hypochlorite), BrBr (bromine). RXN SMILES: [CH3:1][N:2]([CH3:19])[C:3](=[O:18])[CH:4]([CH3:17])[N:5]1[C:9](C)=C[C:7]([C:11]2[CH:16]=[CH:15][CH:14]=[CH:13][CH:12]=2)=[N:6]1.ClO[C:22](C)(C)C.BrBr.[C:28]([Cl:32])(Cl)(Cl)Cl>C(O)(=O)C>[Cl:32][C:28]1[C:7]([C:11]2[CH:12]=[CH:13][CH:14]=[CH:15][CH:16]=2)=[N:6][N:5]([C:4]([CH3:17])([CH3:22])[C:3]([N:2]([CH3:1])[CH3:19])=[O:18])[CH:9]=1. Procedure details: Following the procedure of Example 108, but substituting N,N,α,α-tetramethyl-3-phenylpyrazole-1-acetamide for N,N,α,5-tetramethyl-3-phenylpyrazole-1-acetamide, tert-butyl hypochlorite for bromine, and carbon tetrachloride for acetic acid as the reaction solvent, there was obtained 4-chloro-N,N,α,α-tetramethyl-3-phenylpyrazole-1-acetamide having a melting point of 117°-119° C. Product: ClC=1C(=NN(C1)C(C(=O)N(C)C)(C)C)C1=CC=CC=C1 (4-chloro-N,N,α,α-tetramethyl-3-phenylpyrazole-1-acetamide). The solvent is C(C)(=O)O (acetic acid). Starting materials: FC1=C(C=C(C(=C1)Cl)OC1CCCC1)N1C(C2=CC(C1=O)CCC2)=O (N-(2-Fluoro-4-chloro-5-cyclopentyloxyphenyl)-3,4,5,6-tetrahydroisophthalimide), FC1=CC=C(C(C)(C)N)C=C1 (4-fluorocumylamine), CN1CCOCC1 (N-methylmorpholine). The solvent is C1=CC=CC=C1 (benzene). Conditions: time 8 hour. The product is FC1=C(C=C(C(=C1)Cl)OC1CCCC1)NC(C1=C(C(=O)NC(C)(C)C2=CC=C(C=C2)F)CCCC1)=O (N-(2-fluoro-4-chloro-5-cyclopentyloxyphenyl)-N'-(4-fluorocumyl)-3,4,5,6-tetrahydrophthalamide). Yield: 58.7%. RXN SMILES: [F:1][C:2]1[CH:7]=[C:6]([Cl:8])[C:5]([O:9][CH:10]2[CH2:14][CH2:13][CH2:12][CH2:11]2)=[CH:4][C:3]=1[N:15]1C(=O)C2CCCC(=C2)[C:16]1=[O:25].[F:26][C:27]1[CH:36]=[CH:35][C:30]([C:31]([NH2:34])([CH3:33])[CH3:32])=[CH:29][CH:28]=1.CN1[CH2:43][CH2:42][O:41]CC1>C1C=CC=CC=1>[F:1][C:2]1[CH:7]=[C:6]([Cl:8])[C:5]([O:9][CH:10]2[CH2:14][CH2:13][CH2:12][CH2:11]2)=[CH:4][C:3]=1[NH:15][C:16](=[O:25])[C:6]1[CH2:7][CH2:2][CH2:3][CH2:4][C:43]=1[C:42]([NH:34][C:31]([C:30]1[CH:29]=[CH:28][C:27]([F:26])=[CH:36][CH:35]=1)([CH3:33])[CH3:32])=[O:41]. Procedure: N-(2-Fluoro-4-chloro-5-cyclopentyloxyphenyl)-3,4,5,6-tetrahydroisophthalimide (1.00 g, 2.75 mmol), 4-fluorocumylamine (0.600 g, 3.92 mmol), N-methylmorpholine (0.330 g, 3.26 mmol), and benzene (10 ml) as a solvent were placed into a round bottom flask (50 cc) and stirred overnight at room temperature. After completion of the reaction, the solvent was distilled off under reduced pressure, and the resulting crude product was recrystallized from ethyl acetate/acetone to obtain N-(2-fluoro-4-chloro-... Reactants: O=C([O-])[O-], CC1(C)c2cccc(P(c3ccccc3)c3ccccc3)c2Oc2c(P(c3ccccc3)c3ccccc3)cccc21, Clc1cc(I)c(Cl)cn1, ClCCl, [Cs+], [Cs+], CNC(=O)c1ccccc1N, CC(=O)[O-], CC(=O)[O-], C1COCCO1, [Pd+2]. Yields the product CNC(=O)c1ccccc1Nc1cc(Cl)ncc1Cl. RXN SMILES: [C:21](=[O:22])([O-:23])[O-:24].[CH3:27][C:28]1([CH3:29])[c:30]2[cH:31][cH:32][cH:33][c:34]([P:35]([c:36]3[cH:37][cH:38][cH:39][cH:40][cH:41]3)[c:42]3[cH:43][cH:44][cH:45][cH:46][cH:47]3)[c:48]2[O:49][c:50]2[c:51]1[cH:52][cH:53][cH:54][c:55]2[P:56]([c:57]1[cH:58][cH:59][cH:60][cH:61][cH:62]1)[c:63]1[cH:64][cH:65][cH:66][cH:67][cH:68]1.[Cl:1][c:2]1[n:3][cH:4][c:5]([Cl:9])[c:6]([I:8])[cH:7]1.[Cl:84][CH2:85][Cl:86].[Cs+:25].[Cs+:26].[NH2:10][c:11]1[c:12]([C:13](=[O:14])[NH:15][CH3:16])[cH:17][cH:18][cH:19][cH:20]1.[O-:76][C:77]([CH3:78])=[O:79].[O-:80][C:81]([CH3:82])=[O:83].[O:69]1[CH2:70][CH2:71][O:72][CH2:73][CH2:74]1.[Pd+2:75]>>[Cl:1][c:2]1[n:3][cH:4][c:5]([Cl:9])[c:6]([NH:10][c:11]2[c:12]([C:13](=[O:14])[NH:15][CH3:16])[cH:17][cH:18][cH:19][cH:20]2)[cH:7]1. Reactants: [OH-].[K+] (Potassium hydroxide), CC(C)(C)C=1C=C(C(=O)NN)C=C(C1O)C(C)(C)C (3,5-bis(1,1-dimethylethyl)-4-hydroxybenzoic acid hydrazide), C(=S)=S (carbon disulfide). Solvent: C(C)O (ethanol). Conditions: temperature 0 celsius, time 30 minute. The product is CC(C)(C)C=1C=C(C=C(C1O)C(C)(C)C)C1=NNC(O1)=S (5-[3,5-bis(1,1-dimethylethyl)-4-hydroxyphenyl]-1,3,4-oxadiazole2(3H)-thione). The yield is 37.8%. RXN SMILES: [OH-].[K+].[CH3:3][C:4]([C:7]1[CH:8]=[C:9]([CH:14]=[C:15]([C:18]([CH3:21])([CH3:20])[CH3:19])[C:16]=1[OH:17])[C:10]([NH:12][NH2:13])=[O:11])([CH3:6])[CH3:5].[C:22](=S)=[S:23]>C(O)C>[CH3:6][C:4]([C:7]1[CH:8]=[C:9]([C:10]2[O:11][C:22](=[S:23])[NH:13][N:12]=2)[CH:14]=[C:15]([C:18]([CH3:21])([CH3:20])[CH3:19])[C:16]=1[OH:17])([CH3:3])[CH3:5] |f:0.1|. Procedure details: Potassium hydroxide (1.1 g, 0.019 mole) is added in one portion to a stirred 0° C. solution of 3,5-bis(1,1-dimethylethyl)-4-hydroxybenzoic acid hydrazide (5.0 g, 0.019 mole) and carbon disulfide (3.4 g, 0.044 mole) in absolute ethanol (60 ml). The resulting mixture is stirred 30 minutes at 0° C. before warming to room temperature and stirring one hour. The solution is then heated to reflux for 2.5 hours. The solvent is removed in vacuo and the residue dissolved in water (100 ml) and washed with ... The reactants are C(C)OC(=O)C1(CCNCC1)CCOC (4-(2-methoxy-ethyl)-piperidine-4-carboxylic acid ethyl ester), CC(CS(=O)(=O)Cl)(C)C (2,2-dimethylpropane-1-sulfonyl chloride), C(C)C1=CC=C(N)C=C1 (4-ethyl-aniline). Yields the product CC(CS(=O)(=O)N1CCC2(CCN(C2=O)C2=CC=C(C=C2)CC)CC1)(C)C (8-(2,2-Dimethyl-propane-1-sulfonyl)-2-(4-ethyl-phenyl)-2,8-diaza-spiro[4.5]decan-1-one). Reaction SMILES: C(O[C:4]([C:6]1([CH2:12][CH2:13]OC)[CH2:11][CH2:10][NH:9][CH2:8][CH2:7]1)=[O:5])C.[CH3:16][C:17]([CH3:24])([CH3:23])[CH2:18][S:19](Cl)(=[O:21])=[O:20].[CH2:25]([C:27]1[CH:33]=[CH:32][C:30]([NH2:31])=[CH:29][CH:28]=1)[CH3:26]>>[CH3:16][C:17]([CH3:24])([CH3:23])[CH2:18][S:19]([N:9]1[CH2:8][CH2:7][C:6]2([C:4](=[O:5])[N:31]([C:30]3[CH:32]=[CH:33][C:27]([CH2:25][CH3:26])=[CH:28][CH:29]=3)[CH2:13][CH2:12]2)[CH2:11][CH2:10]1)(=[O:21])=[O:20]. Procedure: Light brown solid. MS (ESI): 415.2 (MH+). This example was prepared in analogy to example 1 step C) to D) from 4-(2-methoxy-ethyl)-piperidine-4-carboxylic acid ethyl ester (example 1 step B)), 2,2-dimethylpropane-1-sulfonyl chloride and 4-ethyl-aniline.